Dataset: the Open Reaction Database (ORD), a public repository of structured organic reaction records. Task: describe an organic reaction: reactants, conditions, products, and yield The product is [Na+], Cc1ccc(OC2=C(C(=O)[O-])N3C(=O)CC3S2)cc1. The reactants are O=C([O-])O, [Na+], Cc1ccc(OC2=C(C(=O)OCc3ccc([N+](=O)[O-])cc3)N3C(=O)CC3S2)cc1, C1COCCO1. Reaction SMILES: [C:30](=[O:31])([OH:32])[O-:33].[Na+:34].[O:1]=[C:2]1[CH2:3][CH:4]2[S:5][C:6]([O:22][c:23]3[cH:24][cH:25][c:26]([CH3:29])[cH:27][cH:28]3)=[C:7]([C:9](=[O:10])[O:11][CH2:12][c:13]3[cH:14][cH:15][c:16]([N+:17]([O-:18])=[O:19])[cH:20][cH:21]3)[N:8]12.[O:35]1[CH2:36][CH2:37][O:38][CH2:39][CH2:40]1>>[Na+:34].[O:1]=[C:2]1[CH2:3][CH:4]2[S:5][C:6]([O:22][c:23]3[cH:24][cH:25][c:26]([CH3:29])[cH:27][cH:28]3)=[C:7]([C:9](=[O:10])[O-:11])[N:8]12. Yields the product C(#N)C1=C(C=C(OCC(C(=O)NC2=CC(=C(C=C2)[N+](=O)[O-])C)(C)O)C=C1)F (3-(4-Cyano-3-fluorophenoxy)-2-hydroxy-2-methyl-N-(3-methyl-4-nitrophenyl)propionamide). Reaction SMILES: [F:1][C:2]1[CH:9]=[C:8]([OH:10])[CH:7]=[CH:6][C:3]=1[C:4]#[N:5].[CH3:11][C:12]1[CH:13]=[C:14]([NH:21][C:22]([C:24]2([CH3:27])[CH2:26][O:25]2)=[O:23])[CH:15]=[CH:16][C:17]=1[N+:18]([O-:20])=[O:19]>>[C:4]([C:3]1[CH:6]=[CH:7][C:8]([O:10][CH2:27][C:24]([OH:25])([CH3:26])[C:22]([NH:21][C:14]2[CH:15]=[CH:16][C:17]([N+:18]([O-:20])=[O:19])=[C:12]([CH3:11])[CH:13]=2)=[O:23])=[CH:9][C:2]=1[F:1])#[N:5]. Procedure details: 3-(4-Cyano-3-fluorophenoxy)-2-hydroxy-2-methyl-N-(3-methyl-4-nitrophenyl)propionamide was prepared as described in Example 1 starting from 2-fluoro-4-hydroxybenzonitrile and 2-methyl-oxirane-2-carboxylic acid (3-methyl-4-nitrophenyl)amide. 1H NMR (DMSO-d6): 1.46 (3H, s), 2.53 (3H, s), 4.11 (1H, d, J=10.1 Hz), 4.371 (1H, d, J=10.1 Hz), 6.33 (1H, bs), 6.96 (1H, m), 7.18 (1H, m), 7.80 (1H, m), 7.88 (1H, dd, J=9.0 Hz and 2.1 Hz), 7.91 (1H, d, J=2.1 Hz), 8.03 (1H, d, J=9.0 Hz), 10.21 (1H, s). The reactants are FC1=C(C#N)C=CC(=C1)O (2-fluoro-4-hydroxybenzonitrile), CC=1C=C(C=CC1[N+](=O)[O-])NC(=O)C1(OC1)C (2-methyl-oxirane-2-carboxylic acid (3-methyl-4-nitrophenyl)amide). The reactants are C(C1=CC=CC=C1)OC1=C(C=C(C=C1)CCC=CC(C)=O)OC (6-(p-benzyloxy-m-methoxyphenyl)-3-hexen-2-one), BrCC(=O)OCC (ethyl bromoacetate). Reagents/catalysts: [Zn] (zinc). The product is OC(CC(=O)OCC)(C=CCCC1=CC(=C(C=C1)OCC1=CC=CC=C1)OC)C (ethyl 3-hydroxy-3-methyl-7-(p-benzyloxy-m-methoxyphenyl)-4-heptenoate). As a reaction SMILES: [CH2:1]([O:8][C:9]1[CH:14]=[CH:13][C:12]([CH2:15][CH2:16][CH:17]=[CH:18][C:19](=[O:21])[CH3:20])=[CH:11][C:10]=1[O:22][CH3:23])[C:2]1[CH:7]=[CH:6][CH:5]=[CH:4][CH:3]=1.Br[CH2:25][C:26]([O:28][CH2:29][CH3:30])=[O:27]>[Zn]>[OH:21][C:19]([CH3:20])([CH:18]=[CH:17][CH2:16][CH2:15][C:12]1[CH:13]=[CH:14][C:9]([O:8][CH2:1][C:2]2[CH:3]=[CH:4][CH:5]=[CH:6][CH:7]=2)=[C:10]([O:22][CH3:23])[CH:11]=1)[CH2:25][C:26]([O:28][CH2:29][CH3:30])=[O:27]. Procedure: Using 1.19 g of 6-(p-benzyloxy-m-methoxyphenyl)-3-hexen-2-one, 0.64 ml of ethyl bromoacetate and 0.33 g of zinc, the reaction and the purification of the product were carried out according to the method described in Example 25 (a) affording 1.28 g of ethyl 3-hydroxy-3-methyl-7-(p-benzyloxy-m-methoxyphenyl)-4-heptenoate. Reactants: COC(CCCC1N(CCCC1)S(=O)(=O)C1=C(C=CC=C1)C(F)(F)F)=O (4-(1-(2-(Trifluoromethyl)phenylsulfonyl)piperidin-2-yl)butanoic acid methyl ester), [OH-].[Li+] (Lithium hydroxide). Run in O (water), CO (methanol). The product is FC(C1=C(C=CC=C1)S(=O)(=O)N1C(CCCC1)CCCC(=O)O)(F)F (4-(1-(2-(Trifluoromethyl)phenylsulfonyl)piperidin-2-yl)butanoic Acid). Reaction SMILES: C[O:2][C:3](=[O:26])[CH2:4][CH2:5][CH2:6][CH:7]1[CH2:12][CH2:11][CH2:10][CH2:9][N:8]1[S:13]([C:16]1[CH:21]=[CH:20][CH:19]=[CH:18][C:17]=1[C:22]([F:25])([F:24])[F:23])(=[O:15])=[O:14].[OH-].[Li+]>O.CO>[F:24][C:22]([F:23])([F:25])[C:17]1[CH:18]=[CH:19][CH:20]=[CH:21][C:16]=1[S:13]([N:8]1[CH2:9][CH2:10][CH2:11][CH2:12][CH:7]1[CH2:6][CH2:5][CH2:4][C:3]([OH:26])=[O:2])(=[O:15])=[O:14] |f:1.2|. Procedure details: 4-(1-(2-(Trifluoromethyl)phenylsulfonyl)piperidin-2-yl)butanoic acid methyl ester (3.5 g, 8.9 mmol, 1 eq.) was dissolved in water (25 ml) and methanol (35 ml). Lithium hydroxide (1 g, 44.5 mmol, 5 eq.) was added, while stirring. The mixture was stirred at room temperature for 24 h. Reaction SMILES: [CH3:1][N:2]([CH:3]([CH3:4])[CH2:5][CH:6]=[CH:7][c:8]1[cH:9][c:10]([F:14])[cH:11][cH:12][cH:13]1)[C:15]([O:16][C:17]([CH3:18])([CH3:19])[CH3:20])=[O:21].[CH3:29][O:30][c:31]1[cH:32][cH:33][cH:34][cH:35][cH:36]1.[OH:22][C:23]([C:24]([F:25])([F:26])[F:27])=[O:28]>>[CH3:1][NH:2][CH:3]([CH3:4])[CH2:5][CH:6]=[CH:7][c:8]1[cH:9][c:10]([F:14])[cH:11][cH:12][cH:13]1. Reactants: CC(CC=Cc1cccc(F)c1)N(C)C(=O)OC(C)(C)C, COc1ccccc1, O=C(O)C(F)(F)F. Yields the product CNC(C)CC=Cc1cccc(F)c1. Starting materials: C1CCOC1, C[Si](C)(C)[N-][Si](C)(C)C, CCCC1OC(=O)c2cnc(Cl)c(Cl)c21, Cl, O=C1Cc2cc(F)ccc2N1, [Li+]. Product: CCCC1OC(=C2C(=O)Nc3ccc(F)cc32)c2cnc(Cl)c(Cl)c21. RXN SMILES: [CH2:38]1[O:39][CH2:40][CH2:41][CH2:42]1.[CH3:12][Si:13]([N-:14][Si:15]([CH3:16])([CH3:17])[CH3:18])([CH3:19])[CH3:20].[Cl:22][c:23]1[c:24]([Cl:36])[c:25]2[c:26]([cH:27][n:28]1)[C:29](=[O:35])[O:30][CH:31]2[CH2:32][CH2:33][CH3:34].[ClH:37].[F:1][c:2]1[cH:3][c:4]2[c:8]([cH:9][cH:10]1)[NH:7][C:6](=[O:11])[CH2:5]2.[Li+:21]>>[F:1][c:2]1[cH:3][c:4]2[c:8]([cH:9][cH:10]1)[NH:7][C:6](=[O:11])[C:5]2=[C:29]1[c:26]2[c:25]([c:24]([Cl:36])[c:23]([Cl:22])[n:28][cH:27]2)[CH:31]([CH2:32][CH2:33][CH3:34])[O:30]1. Reactants: C(C)(C)OP(OC(C)C)(=O)C1=CC(=CC=C1)C(=O)C1=NC2=C(N1)C=C(C(=C2)C2=CC=C(C=C2)C2=CC=CC=C2)Cl ([3-(5-Biphenyl-4-yl-6-chloro-1H-benzoimidazole-2-carbonyl)-phenyl]-phosphonic acid diisopropyl ester), C[Si](C)(C)N[Si](C)(C)C (hexamethyldisilizane), Br[Si](C)(C)C (bromo trimethylsilane). The solvent is C(Cl)Cl (CH2Cl2). Conditions: time 18 hour. Yields the product C1(=CC=C(C=C1)C1=CC2=C(NC(=N2)C(=O)C=2C=C(C=CC2)P(O)(O)=O)C=C1Cl)C1=CC=CC=C1 ({3-[(5-biphenyl-4-yl-6-chloro-1H-benzimidazol-2-yl)carbonyl]phenyl}phosphonic acid). As a reaction SMILES: C([O:4][P:5]([C:11]1[CH:16]=[CH:15][CH:14]=[C:13]([C:17]([C:19]2[NH:23][C:22]3[CH:24]=[C:25]([Cl:40])[C:26]([C:28]4[CH:33]=[CH:32][C:31]([C:34]5[CH:39]=[CH:38][CH:37]=[CH:36][CH:35]=5)=[CH:30][CH:29]=4)=[CH:27][C:21]=3[N:20]=2)=[O:18])[CH:12]=1)(=[O:10])[O:6]C(C)C)(C)C.C[Si](N[Si](C)(C)C)(C)C.Br[Si](C)(C)C>C(Cl)Cl>[C:31]1([C:34]2[CH:39]=[CH:38][CH:37]=[CH:36][CH:35]=2)[CH:30]=[CH:29][C:28]([C:26]2[C:25]([Cl:40])=[CH:24][C:22]3[NH:23][C:19]([C:17]([C:13]4[CH:12]=[C:11]([P:5](=[O:4])([OH:10])[OH:6])[CH:16]=[CH:15][CH:14]=4)=[O:18])=[N:20][C:21]=3[CH:27]=2)=[CH:33][CH:32]=1. Reported procedure: To a solution of compound 14-3 (56 mg, 0.098 mmol) in 2 mL of CH2Cl2 was added hexamethyldisilizane (0.3 mL), followed by bromo trimethylsilane (0.13 mL, 0.98 mmol). The reaction was allowed to stir for 18 h at ambient temperature. The organic solvent was removed in vacuo, followed by the addition of H2O (2 mL). The crude product was sonicated and yielded a yellow suspension. The product was collected by vacuum filtration and washed three times with CH2Cl2 and two times with MeOH. The product wa... Starting materials: [N+](=O)([O-])C=1C=C(C=CC1)O (3-Nitro-phenol), BrC1=CC(=CC=C1)CBr (1-bromo-3-bromomethyl-benzene), BrCC1=CC(=CC=C1)F (1-bromomethyl-3-fluoro-benzene). Yields the product BrC=1C=C(COC=2C=C(C=CC2)N)C=CC1 (3-(3-Bromo-benzyloxy)-phenylamine). As a reaction SMILES: [N+:1]([C:4]1[CH:5]=[C:6]([OH:10])[CH:7]=[CH:8][CH:9]=1)([O-])=O.[Br:11][C:12]1[CH:17]=[CH:16][CH:15]=[C:14]([CH2:18]Br)[CH:13]=1.BrCC1C=CC=C(F)C=1>>[Br:11][C:12]1[CH:13]=[C:14]([CH:15]=[CH:16][CH:17]=1)[CH2:18][O:10][C:6]1[CH:5]=[C:4]([NH2:1])[CH:9]=[CH:8][CH:7]=1. Procedure: 3-Nitro-phenol was reacted with 1-bromo-3-bromomethyl-benzene according to the procedure from Example 199A substituting 1-bromo-3-bromomethyl-benzene for 1-bromomethyl-3-fluoro-benzene then reduced according to the procedure from Example 199B to provide the title compound. Starting materials: CC(=O)O, C=C, C=C1CC(=O)CCC2=C(C)CCC12, [H][H]. Product: CC1=C2CCC(=O)CC(C)C2CC1. As a reaction SMILES: [C:16]([OH:17])(=[O:18])[CH3:19].[CH2:20]=[CH2:21].[CH3:1][C:2]1=[C:11]2[CH:5]([CH2:4][CH2:3]1)[C:6](=[CH2:13])[CH2:7][C:8](=[O:12])[CH2:9][CH2:10]2.[H:14][H:15]>>[CH3:1][C:2]1=[C:11]2[CH:5]([CH2:4][CH2:3]1)[CH:6]([CH3:13])[CH2:7][C:8](=[O:12])[CH2:9][CH2:10]2.